Dataset: the Open Reaction Database (ORD), a public repository of structured organic reaction records. Task: describe an organic reaction: reactants, conditions, products, and yield Reactants: CC(=O)OC(C)=O, c1ccncc1, CC1(Cc2ccc(C#N)cc2)C(=O)N(c2cc(Cl)cc(Cl)c2)c2ncc(C(=O)NC3(C(=O)NC4(c5ccccn5)CC4)CCNCC3)n21. Yields the product CC(=O)N1CCC(NC(=O)c2cnc3n2C(C)(Cc2ccc(C#N)cc2)C(=O)N3c2cc(Cl)cc(Cl)c2)(C(=O)NC2(c3ccccn3)CC2)CC1. As a reaction SMILES: [CH3:49][C:50](=[O:51])[O:52][C:53](=[O:54])[CH3:55].[cH:56]1[cH:57][cH:58][n:59][cH:60][cH:61]1.[n:1]1[c:2]([C:7]2([NH:10][C:11](=[O:12])[C:13]3([NH:19][C:20](=[O:21])[c:22]4[cH:23][n:24][c:25]5[n:26]4[C:27]([CH3:39])([CH2:40][c:41]4[cH:42][cH:43][c:44]([C:47]#[N:48])[cH:45][cH:46]4)[C:28](=[O:38])[N:29]5[c:30]4[cH:31][c:32]([Cl:37])[cH:33][c:34]([Cl:36])[cH:35]4)[CH2:14][CH2:15][NH:16][CH2:17][CH2:18]3)[CH2:8][CH2:9]2)[cH:3][cH:4][cH:5][cH:6]1>>[n:1]1[c:2]([C:7]2([NH:10][C:11](=[O:12])[C:13]3([NH:19][C:20](=[O:21])[c:22]4[cH:23][n:24][c:25]5[n:26]4[C:27]([CH3:39])([CH2:40][c:41]4[cH:42][cH:43][c:44]([C:47]#[N:48])[cH:45][cH:46]4)[C:28](=[O:38])[N:29]5[c:30]4[cH:31][c:32]([Cl:37])[cH:33][c:34]([Cl:36])[cH:35]4)[CH2:14][CH2:15][N:16]([C:50]([CH3:49])=[O:51])[CH2:17][CH2:18]3)[CH2:8][CH2:9]2)[cH:3][cH:4][cH:5][cH:6]1. Procedure: H2O2 (30%) (0.222 mL, 2.170 mmol) was added to a solution of 6-(N—((S)-5-((S)-4-benzyl-2-oxooxazolidin-3-yl)-4-methyl-5-oxopentyl)methylsulfonamido)-5-cyclopropyl-N-methyl-2-p-tolylfuro[2,3-b]pyridine-3-carboxamide (365 mg, 0.543 mmol) in 6.4 mL of 7:3 THF/water at 0° C. Added LiOH (26.0 mg, 1.085 mmol) Stirred at 0° C. for 15 min. Quenched with sodium sulfite (342 mg, 2.71 mmol) in 2 mL water followed by sodium bicarbonate (0.5 M) (5.43 mL, 2.71 mmol) Added DCM and extracted AQ layer Treated AQ... The solvent is C1CCOC1.O (THF water), O (water), C(Cl)Cl (DCM), CO (MeOH). Reaction SMILES: OO.C([C@H]1COC(=O)N1[C:16](=[O:50])[C@@H:17]([CH3:49])[CH2:18][CH2:19][CH2:20][N:21]([C:26]1[N:31]=[C:30]2[O:32][C:33]([C:39]3[CH:44]=[CH:43][C:42]([CH3:45])=[CH:41][CH:40]=3)=[C:34]([C:35]([NH:37][CH3:38])=[O:36])[C:29]2=[CH:28][C:27]=1[CH:46]1[CH2:48][CH2:47]1)[S:22]([CH3:25])(=[O:24])=[O:23])C1C=CC=CC=1.[Li+].[OH-].S([O-])([O-])=[O:54].[Na+].[Na+].C(=O)(O)[O-].[Na+]>C1COCC1.O.O.CO.C(Cl)Cl>[CH:46]1([C:27]2[CH:28]=[C:29]3[C:34]([C:35](=[O:36])[NH:37][CH3:38])=[C:33]([C:39]4[CH:40]=[CH:41][C:42]([CH3:45])=[CH:43][CH:44]=4)[O:32][C:30]3=[N:31][C:26]=2[N:21]([CH2:20][CH2:19][CH2:18][C@H:17]([CH3:49])[C:16]([OH:54])=[O:50])[S:22]([CH3:25])(=[O:24])=[O:23])[CH2:47][CH2:48]1 |f:2.3,4.5.6,7.8,9.10|. Run at time 13.3 minute. The reactants are OO (H2O2), C(C1=CC=CC=C1)[C@@H]1N(C(OC1)=O)C([C@H](CCCN(S(=O)(=O)C)C1=C(C=C2C(=N1)OC(=C2C(=O)NC)C2=CC=C(C=C2)C)C2CC2)C)=O (6-(N—((S)-5-((S)-4-benzyl-2-oxooxazolidin-3-yl)-4-methyl-5-oxopentyl)methylsulfonamido)-5-cyclopropyl-N-methyl-2-p-tolylfuro[2,3-b]pyridine-3-carboxamide), S(=O)([O-])[O-].[Na+].[Na+] (sodium sulfite), C([O-])(O)=O.[Na+] (sodium bicarbonate), [Li+].[OH-] (LiOH), KHCO3. The product is C1(CC1)C=1C=C2C(=NC1N(S(=O)(=O)C)CCC[C@@H](C(=O)O)C)OC(=C2C(NC)=O)C2=CC=C(C=C2)C ((S)-5-(N-(5-cyclopropyl-3-(methylcarbamoyl)-2-p-tolylfuro[2,3-b]pyridin-6-yl)methylsulfonamido)-2-methylpentanoic acid). Reactants: [C@@H]1(C[C@H](O)[C@@H](CO)O1)N1C(=O)NC(=O)C(C)=C1 (Thymidine), NC1=NC(=C2NC=NC2=N1)OC (2-Amino-6-methoxypurine), [OH-].[K+] (KOH), F[C@H]1[C@@H](O[C@@H]([C@H]1O)CO)N1C(=O)NC(=O)C=C1 (1-(2-deoxy-2-fluoro-β-D-ribofuranosyl)uracil), [N-]=[N+]=[N-].[K+] (potassium azide), purine nucleoside. Run in P(=O)([O-])([O-])[O-].[K+].[K+].[K+] (potassium phosphate). Conditions: temperature 37 celsius. Product: NC1=NC(=C2N=CN(C2=N1)[C@H]1[C@@H]([C@H](O)[C@H](O1)CO)F)OC (2-Amino-9-(2-deoxy-2-fluoro-β-D-ribofuranosyl)-6-methoxy-9H-purine). Yield: 84.5%. RXN SMILES: [NH2:1][C:2]1[N:10]=[C:9]2[C:5]([NH:6][CH:7]=[N:8]2)=[C:4]([O:11][CH3:12])[N:3]=1.[F:13][C@@H:14]1[C@H:18]([OH:19])[C@@H:17]([CH2:20][OH:21])[O:16][C@H:15]1N1C=CC(=O)NC1=O.[N-]=[N+]=[N-].[K+].[OH-].[K+].[C@@H]1(N2C=C(C)C(=O)NC2=O)O[C@H](CO)[C@@H](O)C1>P([O-])([O-])([O-])=O.[K+].[K+].[K+]>[NH2:1][C:2]1[N:10]=[C:9]2[C:5]([N:6]=[CH:7][N:8]2[C@@H:15]2[O:16][C@H:17]([CH2:20][OH:21])[C@@H:18]([OH:19])[C@H:14]2[F:13])=[C:4]([O:11][CH3:12])[N:3]=1 |f:2.3,4.5,7.8.9.10|. Reported procedure: 2-Amino-6-methoxypurine (2.0 g, 12 mmoles) which may be prepared according to R. W. Balsiger and J. A. Montgomery (J. Org. Chem. 20:1573, 1960) and 1-(2-deoxy-2-fluoro-β-D-ribofuranosyl)uracil (0.88 g; 3.6 mmoles) which may be prepared according to J. F. Codington et al., (J. Org. Chem. 29:558, 1964) were suspended in 250 ml of 5 mM potassium phosphate buffer, pH 7.0, which contained 0.04% (w/v) potassium azide. The pH of the suspension was adjusted to 7.0 with KOH. Thymidine phosphorylase (41,7... The reactants are C1CCOC1, COc1ccc(CC(=O)O)c([N+](=O)[O-])c1. The product is COc1ccc(CCO)c([N+](=O)[O-])c1. Reaction SMILES: [CH2:16]1[O:17][CH2:18][CH2:19][CH2:20]1.[CH3:1][O:2][c:3]1[cH:4][c:5]([N+:13](=[O:14])[O-:15])[c:6]([CH2:9][C:10](=[O:11])[OH:12])[cH:7][cH:8]1>>[CH3:1][O:2][c:3]1[cH:4][c:5]([N+:13](=[O:14])[O-:15])[c:6]([CH2:9][CH2:10][OH:11])[cH:7][cH:8]1. Reactants: OC=1C=C(C=CC1)/C=C/C(=O)OC ((E)-methyl 3-(3-hydroxyphenyl)acrylate). Reagents/catalysts: [Pd] (palladium-activated carbon). Solvent: CO (methanol). Reaction conditions: time 5 hour. The product is OC=1C=C(C=CC1)CCC(=O)OC (methyl 3-(3-hydroxyphenyl)propanoate). Yield: 100.1%. As a reaction SMILES: [OH:1][C:2]1[CH:3]=[C:4](/[CH:8]=[CH:9]/[C:10]([O:12][CH3:13])=[O:11])[CH:5]=[CH:6][CH:7]=1>CO.[Pd]>[OH:1][C:2]1[CH:3]=[C:4]([CH2:8][CH2:9][C:10]([O:12][CH3:13])=[O:11])[CH:5]=[CH:6][CH:7]=1. Procedure details: To a solution of (E)-methyl 3-(3-hydroxyphenyl)acrylate (15.8 g) in methanol (150 mL) was added 10% palladium-activated carbon (1.50 g) and, under a hydrogen atmosphere, the mixture was stirred at room temperature for 5 hr. The reaction mixture was filtered to remove palladium carbon, and the filtrate was evaporated under reduced pressure to give the title compound (16.0 g) as a colorless oil. This compound was used for the next step without further purification. The reactants are [Cl-], CC(C)(C)OC(=O)N(CCCl)CCCl, NN, [NH4+], O. The product is CC(C)(C)OC(=O)N1CCN(N)CC1. RXN SMILES: [Cl-:18].[Cl:1][CH2:2][CH2:3][N:4]([C:5]([O:6][C:7]([CH3:8])([CH3:9])[CH3:10])=[O:11])[CH2:12][CH2:13][Cl:14].[NH2:16][NH2:17].[NH4+:19].[OH2:15]>>[CH2:2]1[CH2:3][N:4]([C:5]([O:6][C:7]([CH3:8])([CH3:9])[CH3:10])=[O:11])[CH2:12][CH2:13][N:17]1[NH2:16]. As a reaction SMILES: [CH3:1][O:2][c:3]1[c:4]([C:5]#[N:6])[cH:7][c:8]([C:11]([C:12]#[C:13][C:14]([CH3:15])([O:16][Si:17]([CH3:18])([CH3:19])[CH3:20])[CH3:21])=[O:22])[cH:9][cH:10]1.[CH3:23][c:24]1[cH:25][cH:26][c:27]([S:28]([OH:29])(=[O:30])=[O:31])[cH:32][cH:33]1.[Cl:34][CH2:35][Cl:36].[OH2:37]>>[CH3:1][O:2][c:3]1[c:4]([C:5]#[N:6])[cH:7][c:8]([C:11]([C:12]#[C:13][C:14]([CH3:15])([OH:16])[CH3:21])=[O:22])[cH:9][cH:10]1. The reactants are COc1ccc(C(=O)C#CC(C)(C)O[Si](C)(C)C)cc1C#N, Cc1ccc(S(=O)(=O)O)cc1, ClCCl, O. Yields the product COc1ccc(C(=O)C#CC(C)(C)O)cc1C#N.